This data is from the Open Reaction Database (ORD), a public repository of structured organic reaction records. The task is: describe an organic reaction: reactants, conditions, products, and yield The reactants are ClC=1C=C(C=CC1Cl)C(CC=O)C1N(C(C2=CC=CC=C12)=O)CC (3-(3,4-Dichlorophenyl)-3-(2-ethyl-3-oxo-2,3-dihydro-1H-isoindol-1-yl)propionaldehyde), CSC1=C(C=CC=C1)C1CCNCC1 (4-(2-methylthiophenyl)piperidine). The product is Cl.ClC=1C=C(C=CC1Cl)C(CCN1CCC(CC1)C1=C(C=CC=C1)SC)C1N(C(C2=CC=CC=C12)=O)CC (3-[1-(3,4-Dichlorophenyl)-3-(4-(2-methylthiophenyl)piperidino)propyl]-2-ethyl-2,3-dihydroisoindol-1-one hydrochloride). Isolated yield 106.8%. As a reaction SMILES: [Cl:1][C:2]1[CH:3]=[C:4]([CH:9]([CH:13]2[C:21]3[C:16](=[CH:17][CH:18]=[CH:19][CH:20]=3)[C:15](=[O:22])[N:14]2[CH2:23][CH3:24])[CH2:10][CH:11]=O)[CH:5]=[CH:6][C:7]=1[Cl:8].[CH3:25][S:26][C:27]1[CH:32]=[CH:31][CH:30]=[CH:29][C:28]=1[CH:33]1[CH2:38][CH2:37][NH:36][CH2:35][CH2:34]1>>[ClH:1].[Cl:1][C:2]1[CH:3]=[C:4]([CH:9]([CH:13]2[C:21]3[C:16](=[CH:17][CH:18]=[CH:19][CH:20]=3)[C:15](=[O:22])[N:14]2[CH2:23][CH3:24])[CH2:10][CH2:11][N:36]2[CH2:37][CH2:38][CH:33]([C:28]3[CH:29]=[CH:30][CH:31]=[CH:32][C:27]=3[S:26][CH3:25])[CH2:34][CH2:35]2)[CH:5]=[CH:6][C:7]=1[Cl:8] |f:2.3|. Reported procedure: 3-(3,4-Dichlorophenyl)-3-(2-ethyl-3-oxo-2,3-dihydro-1H-isoindol-1-yl)propionaldehyde (0.724 g) was coupled to 4-(2-methylthiophenyl)piperidine (0.414 g) by a method similar to that described in Example 8. The reaction product was not purified by chromatography but converted to the hydrochloride salt to afford the title compound (0.63 g); mp 110°-140° C. (d); MS: m/z=553(M+1); NMR (CDCl3): 1.19 (m,3), 2.0 (m,2), 2.45 (s,3), 2.68 (m,7), 3.16 (m,3), 3.56 (m,4), 4.18 (m,1), 4.86 (d,1, J=3.7), 6.56-7... Reactants: CC(C)Cn1nc2n(c1=O)CC(=O)N(Cc1ccccc1)c1ccc(Cl)cc1-2, CC(=O)O, [H][H]. Product: CC(C)Cn1nc2n(c1=O)CC(=O)Nc1ccc(Cl)cc1-2. Reaction SMILES: [CH2:1]([c:2]1[cH:3][cH:4][cH:5][cH:6][cH:7]1)[N:8]1[C:9](=[O:28])[CH2:10][n:11]2[c:12]([n:20][n:21]([CH2:24][CH:25]([CH3:26])[CH3:27])[c:22]2=[O:23])-[c:13]2[c:14]1[cH:15][cH:16][c:17]([Cl:19])[cH:18]2.[CH3:31][C:32](=[O:33])[OH:34].[H:29][H:30]>>[NH:8]1[C:9](=[O:28])[CH2:10][n:11]2[c:12]([n:20][n:21]([CH2:24][CH:25]([CH3:26])[CH3:27])[c:22]2=[O:23])-[c:13]2[c:14]1[cH:15][cH:16][c:17]([Cl:19])[cH:18]2. RXN SMILES: [CH3:13][c:14]1[cH:15][cH:16][cH:17][cH:18][cH:19]1.[O:1]=[C:2]([O:3][CH2:4][CH3:5])[N:6]=[N:7][C:8]([O:9][CH2:10][CH3:11])=[O:12].[O:64]1[CH2:65][CH2:66][CH2:67][CH2:68]1.[OH:20][CH2:21][CH:22]([CH:23]1[O:24][C:25](=[O:31])[CH:26]([CH2:28][CH2:29][CH3:30])[CH2:27]1)[NH:32][S:33](=[O:34])(=[O:35])[c:36]1[c:37]([N+:42](=[O:43])[O-:44])[cH:38][cH:39][cH:40][cH:41]1.[c:45]1([P:46]([c:47]2[cH:48][cH:49][cH:50][cH:51][cH:52]2)[c:53]2[cH:54][cH:55][cH:56][cH:57][cH:58]2)[cH:59][cH:60][cH:61][cH:62][cH:63]1>>[CH2:21]1[CH:22]([CH:23]2[O:24][C:25](=[O:31])[CH:26]([CH2:28][CH2:29][CH3:30])[CH2:27]2)[N:32]1[S:33](=[O:34])(=[O:35])[c:36]1[c:37]([N+:42](=[O:43])[O-:44])[cH:38][cH:39][cH:40][cH:41]1. Starting materials: Cc1ccccc1, CCOC(=O)N=NC(=O)OCC, C1CCOC1, CCCC1CC(C(CO)NS(=O)(=O)c2ccccc2[N+](=O)[O-])OC1=O, c1ccc(P(c2ccccc2)c2ccccc2)cc1. Product: CCCC1CC(C2CN2S(=O)(=O)c2ccccc2[N+](=O)[O-])OC1=O. Starting materials: Cl (HCl), CC(C(=O)NOC1OCCCC1)(CCN1C(C(=C(C=C1)C1=CC=CC=C1)C)=O)S(=O)(=O)C (2-methyl-4-(3-methyl-2-oxo-4-phenylpyridin-1(2H)-yl)-2-(methylsulfonyl)-N-(tetrahydro-2H-pyran-2-yloxy)butanamide), CO (Methanol). Solvent: C(Cl)Cl (methylene chloride). Conditions: time 15 minute. Yields the product ONC(C(CCN1C(C(=C(C=C1)C1=CC=CC=C1)C)=O)(S(=O)(=O)C)C)=O (N-hydroxy-2-methyl-4-(3-methyl-2-oxo-4-phenylpyridin-1(2H)-yl)-2-(methylsulfonyl)butanamide). RXN SMILES: [CH3:1][C:2]([S:29]([CH3:32])(=[O:31])=[O:30])([CH2:13][CH2:14][N:15]1[CH:20]=[CH:19][C:18]([C:21]2[CH:26]=[CH:25][CH:24]=[CH:23][CH:22]=2)=[C:17]([CH3:27])[C:16]1=[O:28])[C:3]([NH:5][O:6]C1CCCCO1)=[O:4].Cl.CO>C(Cl)Cl>[OH:6][NH:5][C:3](=[O:4])[C:2]([CH3:1])([S:29]([CH3:32])(=[O:31])=[O:30])[CH2:13][CH2:14][N:15]1[CH:20]=[CH:19][C:18]([C:21]2[CH:22]=[CH:23][CH:24]=[CH:25][CH:26]=2)=[C:17]([CH3:27])[C:16]1=[O:28]. Procedure: 2-methyl-4-(3-methyl-2-oxo-4-phenylpyridin-1(2H)-yl)-2-(methylsulfonyl)-N-(tetrahydro-2H-pyran-2-yloxy)butanamide (137 mg, 0.296 mmol) was dissolved in methylene chloride (2 mL) at ambient temperature. To this solution was added HCl (4M in 1,4-dioxane, 2.22 mL, 8.88 mmol) and the slurry was stirred at ambient temperature for 15 minutes. Methanol (1 mL) was added followed by silica gel and the mixture was concentrated to dryness. Crude material was purified via silica gel chromatography eluting w... Reactants: O=[N+]([O-])c1ccc(O)c(Br)c1, O=[N+]([O-])c1cccc(Br)c1, CC(C)(C)OC(=O)N1CCC(O)CC1, ClCCl, CCOC(=O)N=NC(=O)OCC, c1ccc(P(c2ccccc2)c2ccccc2)cc1. Product: CC(C)(C)OC(=O)N1CCC(Oc2ccc([N+](=O)[O-])cc2Br)CC1. Reaction SMILES: [Br:15][c:16]1[cH:17][c:18]([N+:23](=[O:24])[O-:25])[cH:19][cH:20][c:21]1[OH:22].[Br:26][c:27]1[cH:28][c:29]([N+:30]([O-:31])=[O:32])[cH:33][cH:34][cH:35]1.[C:1]([CH3:2])([CH3:3])([CH3:4])[O:5][C:6](=[O:7])[N:8]1[CH2:9][CH2:10][CH:11]([OH:14])[CH2:12][CH2:13]1.[Cl:67][CH2:68][Cl:69].[O:55]=[C:56]([O:57][CH2:58][CH3:59])[N:60]=[N:61][C:62]([O:63][CH2:64][CH3:65])=[O:66].[c:36]1([P:37]([c:38]2[cH:39][cH:40][cH:41][cH:42][cH:43]2)[c:44]2[cH:45][cH:46][cH:47][cH:48][cH:49]2)[cH:50][cH:51][cH:52][cH:53][cH:54]1>>[C:1]([CH3:2])([CH3:3])([CH3:4])[O:5][C:6](=[O:7])[N:8]1[CH2:9][CH2:10][CH:11]([O:14][c:21]2[c:16]([Br:15])[cH:17][c:18]([N+:23](=[O:24])[O-:25])[cH:19][cH:20]2)[CH2:12][CH2:13]1. The reactants are C(=O)C1=C(C(=C(N1)C)CC(=O)O)C ((5-Formyl-2,4-dimethyl-1H-pyrrol-3-yl)-acetic acid), C(C)N(CC)CCN (diethylaminoethylamine). The product is C(C)N(CCNC(CC1=C(NC(=C1C)C=O)C)=O)CC (N-(2-diethylamino-ethyl)-2-(5-formyl-2,4-dimethyl-1H-pyrrol-3-yl)-acetamide). RXN SMILES: [CH:1]([C:3]1[NH:7][C:6]([CH3:8])=[C:5]([CH2:9][C:10]([OH:12])=O)[C:4]=1[CH3:13])=[O:2].[CH2:14]([N:16]([CH2:19][CH2:20][NH2:21])[CH2:17][CH3:18])[CH3:15]>>[CH2:14]([N:16]([CH2:17][CH3:18])[CH2:19][CH2:20][NH:21][C:10](=[O:12])[CH2:9][C:5]1[C:4]([CH3:13])=[C:3]([CH:1]=[O:2])[NH:7][C:6]=1[CH3:8])[CH3:15]. Procedure: (5-Formyl-2,4-dimethyl-1H-pyrrol-3-yl)-acetic acid was reacted with diethylaminoethylamine using General Amidation Procedure 1 to give N-(2-diethylamino-ethyl)-2-(5-formyl-2,4-dimethyl-1H-pyrrol-3-yl)-acetamide. MS m/z 280 [M+1]. Reaction SMILES: O1CCCCC1OC1CCCCO1.C(OC([CH:19]1[CH2:26][CH:25]2[N:27]([CH2:28][C:29](OCC)=[O:30])[CH:21]([CH2:22][CH:23]([OH:34])[CH2:24]2)[CH2:20]1)=O)C.CC(C)([O-])C.[K+].Cl>C1(C)C=CC=CC=1.C(O)=O>[CH2:20]1[CH:19]2[CH2:26][C@@H:25]3[N:27]([CH2:28][C:29]2=[O:30])[C@H:21]1[CH2:22][CH:23]([OH:34])[CH2:24]3 |f:2.3|. Starting materials: Cl (hydrochloric acid), O1C(CCCC1)OC1OCCCC1 (tetrahydropyranyl ether), C(C)OC(=O)C1CC2CC(CC(C1)N2CC(=O)OCC)O (7-ethoxycarbonyl-9-(ethoxycarbonylmethyl)-9-azabicyclo[3.3.1]nonan-3-ol), CC(C)([O-])C.[K+] (potassium tert-butoxide). Reported procedure: A solution of 34 g of the tetrahydropyranyl ether of 7-ethoxycarbonyl-9-(ethoxycarbonylmethyl)-9-azabicyclo[3.3.1]nonan-3-ol in 800 ml of anhydrous toluene was treated with 19 g of potassium tert-butoxide and the stirred mixture heated at 100° C. for 2 hours. Anhydrous formic acid (7.85 g) was added to the cooled mixture, the potassium formate was filtered off, and the toluene solution evaporated to give a syrup. The syrup was treated with 300 ml of 5 N hydrochloric acid and the stirred solution... Reaction conditions: temperature 100 celsius. The product is C1[C@@H]2CC(C[C@H]3N2CC(=O)C1C3)O (endo-hexahydro-8-hydroxy-2,6-methano-2H-quinolizin-3(4H)-one). The solvent is C1(=CC=CC=C1)C (toluene), C(=O)O (formic acid). Starting materials: alkyl halides, alkyl tosylates, OO (hydrogen peroxide), C(C1=CC=CC=C1)NCC1=CC=CC=C1 (dibenzylamine), N,N-dialkylhydroxylamine, hydroxylamines, nitrone. Reagents/catalysts: C[Re](=O)(=O)=O (methyltrioxorhenium). The product is C(C1=CC=CC=C1)N(CC1=CC=CC=C1)O (N,N-dibenzylhydroxyl-amine), nitrone. Isolated yield 50.0%. RXN SMILES: [CH2:1]([NH:8][CH2:9][C:10]1[CH:15]=[CH:14][CH:13]=[CH:12][CH:11]=1)[C:2]1[CH:7]=[CH:6][CH:5]=[CH:4][CH:3]=1.[OH:16]O>C[Re](=O)(=O)=O>[CH2:9]([N:8]([OH:16])[CH2:1][C:2]1[CH:7]=[CH:6][CH:5]=[CH:4][CH:3]=1)[C:10]1[CH:15]=[CH:14][CH:13]=[CH:12][CH:11]=1. Procedure details: U.S. Pat. No. 3,491,151 discloses a method for preparing N,N-dialkylhydroxylamine compounds by allowing hydroxylamines react with alkyl halides, alkyl tosylates or the like. However, this method is also undesirable, because it requires a prolonged reaction time and achieves a yield of no more than about 50%. Tetrahedron Letters, Vol. 37, No. 33 pp. 6025-6028, 1996 discloses a method for synthesizing nitrone compounds by oxidizing dibenzylamine by means of a combination of aqueous hydrogen peroxi... Starting materials: O=C([O-])O, CCOC(=O)N1c2ccc(OC)nc2C(Nc2ncc(OCC3COC(C)(C)O3)c(Cc3cc(C(F)(F)F)cc(C(F)(F)F)c3)n2)CC1CC, [Na+], C1CCOC1. Product: CCOC(=O)N1c2ccc(OC)nc2C(Nc2ncc(OCC(O)CO)c(Cc3cc(C(F)(F)F)cc(C(F)(F)F)c3)n2)CC1CC. Reaction SMILES: [C:51](=[O:52])([O-:53])[OH:54].[CH2:1]([CH3:2])[O:3][C:4](=[O:5])[N:6]1[CH:7]([CH2:49][CH3:50])[CH2:8][CH:9]([NH:18][c:19]2[n:20][cH:21][c:22]([O:40][CH2:41][CH:42]3[O:43][C:44]([CH3:47])([CH3:48])[O:45][CH2:46]3)[c:23]([CH2:25][c:26]3[cH:27][c:28]([C:36]([F:37])([F:38])[F:39])[cH:29][c:30]([C:32]([F:33])([F:34])[F:35])[cH:31]3)[n:24]2)[c:10]2[n:11][c:12]([O:16][CH3:17])[cH:13][cH:14][c:15]21.[Na+:55].[O:56]1[CH2:57][CH2:58][CH2:59][CH2:60]1>>[CH2:1]([CH3:2])[O:3][C:4](=[O:5])[N:6]1[CH:7]([CH2:49][CH3:50])[CH2:8][CH:9]([NH:18][c:19]2[n:20][cH:21][c:22]([O:40][CH2:41][CH:42]([OH:43])[CH2:46][OH:45])[c:23]([CH2:25][c:26]3[cH:27][c:28]([C:36]([F:37])([F:38])[F:39])[cH:29][c:30]([C:32]([F:33])([F:34])[F:35])[cH:31]3)[n:24]2)[c:10]2[n:11][c:12]([O:16][CH3:17])[cH:13][cH:14][c:15]21.